From a dataset of the Open Reaction Database (ORD), a public repository of structured organic reaction records. describe an organic reaction: reactants, conditions, products, and yield The reactants are C(=O)(C(F)(F)F)O (TFA), ClC=1C(=CC(=NC1)N[C@@H]1CC[C@H](CC1)NC(OCC1=CC=CC=C1)=O)C1=NC(=CC=C1)N(C)[C@@H]1CNCCC1 (benzyl trans-4-(5′-chloro-6-((S)-piperidin-3-yl-methylamino)-2,4′-bipyridin-2′-yl-amino)cyclohexylcarbamate), TEA, C(C)(=O)OC(C)=O (acetic anhydride). The reagents and catalysts are [Pd] (palladium on activated carbon). Run in CO (MeOH), C(Cl)Cl (DCM), C(Cl)Cl (DCM). Conditions: time 2 hour. Yields the product N[C@@H]1CC[C@H](CC1)NC1=NC=C(C(=C1)C1=NC(=CC=C1)NC[C@@H]1CN(CCC1)C(C)=O)Cl (1-((R)-3-((2′-(trans-4-aminocyclohexylamino)-5′-chloro-2,4′-bipyridin-6-yl-amino)methyl)piperidin-1-yl)ethanone). RXN SMILES: [Cl:1][C:2]1[C:3]([C:26]2[CH:31]=[CH:30][CH:29]=[C:28]([N:32]([C@H]3CCCNC3)[CH3:33])[N:27]=2)=[CH:4][C:5]([NH:8][C@H:9]2[CH2:14][CH2:13][C@H:12]([NH:15]C(=O)OCC3C=CC=CC=3)[CH2:11][CH2:10]2)=[N:6][CH:7]=1.C(O[C:44](=[O:46])[CH3:45])(=O)C.[C:47](O)([C:49](F)(F)F)=O>[Pd].C(Cl)Cl.CO>[NH2:15][C@H:12]1[CH2:13][CH2:14][C@H:9]([NH:8][C:5]2[CH:4]=[C:3]([C:26]3[CH:31]=[CH:30][CH:29]=[C:28]([NH:32][CH2:33][C@H:49]4[CH2:47][CH2:4][CH2:5][N:6]([C:44](=[O:46])[CH3:45])[CH2:7]4)[N:27]=3)[C:2]([Cl:1])=[CH:7][N:6]=2)[CH2:10][CH2:11]1. Reported procedure: A mixture of benzyl trans-4-(5′-chloro-6-((S)-piperidin-3-yl-methylamino)-2,4′-bipyridin-2′-yl-amino)cyclohexylcarbamate (15 mg, 0.027 mmol), DCM (2 mL), TEA (0.011 mL, 0.082 mmol) and acetic anhydride (3.09 μL, 0.033 mmol) was stirred at ambient temperature for 2 hours and the reaction progress was followed by LCMS. The solvent was concentrated off. The reaction mixture flask was flushed with argon, 10% palladium on activated carbon (5 mg, 4.70 μmol) was added and followed by careful addition o... Starting materials: CC(C)(C)[Si](Cl)(c1ccccc1)c1ccccc1, CN(C)C=O, O=C1NC(Cc2c[nH]c3ccccc23)C(=O)N2CC(O)CC12, c1c[nH]cn1. Product: CC(C)(C)[Si](OC1CC2C(=O)NC(Cc3c[nH]c4ccccc34)C(=O)N2C1)(c1ccccc1)c1ccccc1. Reaction SMILES: [C:28]([CH3:29])([CH3:30])([CH3:31])[Si:32]([c:33]1[cH:34][cH:35][cH:36][cH:37][cH:38]1)([c:39]1[cH:40][cH:41][cH:42][cH:43][cH:44]1)[Cl:45].[CH3:46][N:47]([CH3:48])[CH:49]=[O:50].[OH:1][CH:2]1[CH2:3][CH:4]2[N:5]([C:6](=[O:21])[CH:7]([CH2:11][c:12]3[cH:13][nH:14][c:15]4[cH:16][cH:17][cH:18][cH:19][c:20]34)[NH:8][C:9]2=[O:10])[CH2:22]1.[nH:23]1[cH:24][cH:25][n:26][cH:27]1>>[O:1]([CH:2]1[CH2:3][CH:4]2[N:5]([C:6](=[O:21])[CH:7]([CH2:11][c:12]3[cH:13][nH:14][c:15]4[cH:16][cH:17][cH:18][cH:19][c:20]34)[NH:8][C:9]2=[O:10])[CH2:22]1)[Si:32]([C:28]([CH3:29])([CH3:30])[CH3:31])([c:33]1[cH:34][cH:35][cH:36][cH:37][cH:38]1)[c:39]1[cH:40][cH:41][cH:42][cH:43][cH:44]1. Reactants: [Si](C)(C)(C(C)(C)C)O[C@@H]1C=C2C=C[C@@H]([C@@H]([C@H]2[C@H](C1)OC(C(CC)OC1=C(C=CC=C1C)C)=O)CC[C@@H]1C[C@H](CC(O1)=O)O[Si](C)(C)C(C)(C)C)C ((4R, 6R)-6-([1S,2S,6S,8S,8aR]-2-{1,2,6,7,8,8a-Hexahydro-6-t-butyldimethylsilyloxy-8-[(2RS)-2-(2,6-dimethylphenoxy)butyryloxy]-2-methyl-1-naphthyl}ethyl)tetrahydro-4-t-butyldimethylsilyloxy-2H-pyran-2-one), solution, [F-].C(CCC)[N+](CCCC)(CCCC)CCCC (tetrabutylammonium fluoride). The solvent is O1CCCC1 (tetrahydrofuran). Yields the product O[C@@H]1C=C2C=C[C@@H]([C@@H]([C@H]2[C@H](C1)OC(C(CC)OC1=C(C=CC=C1C)C)=O)CC[C@@H]1C[C@H](CC(O1)=O)O)C ((4R,6R)-6-([1S,2S,6S,8S,8aR]-2-{1,2,6,7,8,8a-Hexahydro-6-hydroxy-8-[(2RS)-2-(2,6-dimethylphenoxy)butyryloxy]-2-methyl-1-naphthyl }ethyl)tetra-hydro-4-hydroxy-2H-pyran-2-one). Yield: 59.3%. RXN SMILES: [Si]([O:8][C@H:9]1[CH2:18][C@H:17]([O:19][C:20](=[O:33])[CH:21]([O:24][C:25]2[C:30]([CH3:31])=[CH:29][CH:28]=[CH:27][C:26]=2[CH3:32])[CH2:22][CH3:23])[C@H:16]2[C:11]([CH:12]=[CH:13][C@H:14]([CH3:51])[C@@H:15]2[CH2:34][CH2:35][C@H:36]2[O:41][C:40](=[O:42])[CH2:39][C@H:38]([O:43][Si](C(C)(C)C)(C)C)[CH2:37]2)=[CH:10]1)(C(C)(C)C)(C)C.[F-].C([N+](CCCC)(CCCC)CCCC)CCC>O1CCCC1>[OH:8][C@H:9]1[CH2:18][C@H:17]([O:19][C:20](=[O:33])[CH:21]([O:24][C:25]2[C:30]([CH3:31])=[CH:29][CH:28]=[CH:27][C:26]=2[CH3:32])[CH2:22][CH3:23])[C@H:16]2[C:11]([CH:12]=[CH:13][C@H:14]([CH3:51])[C@@H:15]2[CH2:34][CH2:35][C@H:36]2[O:41][C:40](=[O:42])[CH2:39][C@H:38]([OH:43])[CH2:37]2)=[CH:10]1 |f:1.2|. Procedure details: A procedure similar to that described in Example 2, above, was followed, but using 1.17 g of (4R,6R)-6-([1S,2S,6S,8S,8aR]-2-{1,2,6,7,8,8a-hexahydro-6-t-butyldimethylsilyloxy-8-[(2RS)-2-(2,6-dimethylphenoxy)butyryloxy]-2-methyl-1-naphthyl}ethyl)tetrahydro-4-t-butyldimethylsilyloxy-2H-pyran-2-one [prepared as described in Example 4, above] and 23.7 ml of a 1.0 molar solution of tetrabutylammonium fluoride in tetrahydrofuran, to give 0.48 g of the title compound, melting at between 125° and 127° C. Starting materials: FC(C1=CC=C(C=C1)CC(=O)O)(F)F (4-trifluoromethylphenylacetic acid), S(=O)(Cl)Cl (thionyl chloride). Run at temperature 100 celsius. Yields the product FC(C1=CC=C(C=C1)CC(=O)Cl)(F)F (4-trifluoromethylphenylacetyl chloride), crude product. As a reaction SMILES: [F:1][C:2]([F:14])([F:13])[C:3]1[CH:8]=[CH:7][C:6]([CH2:9][C:10](O)=[O:11])=[CH:5][CH:4]=1.S(Cl)([Cl:17])=O>>[F:1][C:2]([F:14])([F:13])[C:3]1[CH:8]=[CH:7][C:6]([CH2:9][C:10]([Cl:17])=[O:11])=[CH:5][CH:4]=1. Procedure details: Under an argon atmosphere, to 4-trifluoromethylphenylacetic acid (51) (817 mg, 4.00 mmol) was added thionyl chloride (5.00 mL, 68.9 mmol), and heated to reflux (100° C.) for 1.5 h. After cooling to room temperature, the mixture was concentrated under reduced pressure to give 4-trifluoromethylphenylacetyl chloride (52) as a brown oily crude product, which was used in the next reaction without further purification.